From a dataset of the Open Reaction Database (ORD), a public repository of structured organic reaction records. describe an organic reaction: reactants, conditions, products, and yield Reactants: NCCO (2-aminoethanol), OC1=CC=C2C=C(C(OC2=C1)=O)C(=O)Cl (7-hydroxycoumarin-3-carbonyl chloride). Solvent: O1CCOCC1 (dioxane), O1CCOCC1 (dioxane). Run at temperature 0 celsius, time 30 minute. Yields the product OCCNC(=O)C=1C(OC2=CC(=CC=C2C1)O)=O (N-(2-hydroxyethyl)-7-hydroxycoumarin-3-carboxamide). Isolated yield 52.2%. Reaction SMILES: [NH2:1][CH2:2][CH2:3][OH:4].[OH:5][C:6]1[CH:15]=[C:14]2[C:9]([CH:10]=[C:11]([C:17](Cl)=[O:18])[C:12](=[O:16])[O:13]2)=[CH:8][CH:7]=1>O1CCOCC1>[OH:4][CH2:3][CH2:2][NH:1][C:17]([C:11]1[C:12](=[O:16])[O:13][C:14]2[C:9]([CH:10]=1)=[CH:8][CH:7]=[C:6]([OH:5])[CH:15]=2)=[O:18]. Procedure: To a cold, stirred solution of 3.05 grams (g) [0.05 mole (mol)] of 2-aminoethanol in 30 milliliters (ml) of dioxane was added a suspension of 2.2 g (0.01 mol) of 7-hydroxycoumarin-3-carbonyl chloride [Sherman et al, Anal. Chem. 40:803(1968)] in 75 ml of dioxane. The mixture was stirred at 0° C. for 30 minutes, during which time a thick oil precipitated that solidified upon scratching with a spatula. The dioxane was decanted and the precipitate dissolved in water. Adjustment of the pH of the aque... Yield: 23.6%. Run at temperature -50 celsius. RXN SMILES: Br[C:2]1[CH:3]=[CH:4][C:5]([O:8][CH3:9])=[N:6][CH:7]=1.C([Li])CCC.[N:15]1[CH:20]=[CH:19][CH:18]=[C:17]([CH:21]=[O:22])[CH:16]=1.[Cl-].[NH4+]>CCCCCC.CCOCC.O>[CH3:9][O:8][C:5]1[CH:4]=[CH:3][C:2]([CH:21]([C:17]2[CH:16]=[N:15][CH:20]=[CH:19][CH:18]=2)[OH:22])=[CH:7][N:6]=1 |f:3.4|. Reactants: N1=CC(=CC=C1)C=O (pyridine-3-carboxaldehyde), BrC=1C=CC(=NC1)OC (5-Bromo-2-methoxypyridine), solution, C(CCC)[Li] (n-butyllithium), [Cl-].[NH4+] (ammonium chloride). The solvent is CCOCC (ether), CCCCCC (hexane), CCOCC (ether), O (water). Product: COC1=NC=C(C=C1)C(O)C=1C=NC=CC1 (2-Methoxy-5-(pyrid-3-ylhydroxymethyl)pyridine). Procedure details: 5-Bromo-2-methoxypyridine (188 g) was added over 30 minutes to a 1.55 molar solution of n-butyllithium in hexane (770 ml) and ether (1200 ml) stirred at -50° C. The suspension was stirred for 1 hour when pyridine-3-carboxaldehyde (112 g) in ether (200 ml) was added over 30 minutes. The solution was stirred for 3.5 hr and then allowed to warm to ambient temperature. Saturated ammonium chloride solution (100 ml) and water (2 L) was added and the solution was concentrated to ca. 2.5 L in vacuo. Chl... Starting materials: O=C([O-])[O-], COc1cc2c(Cl)ncnc2cc1OCCCN1CCS(=O)(=O)CC1, [K+], [K+], [Na+], CN(C)C=O, [OH-], Oc1ccc2cccnc2c1. Yields the product COc1cc2c(Oc3ccc4cccnc4c3)ncnc2cc1OCCCN1CCS(=O)(=O)CC1. As a reaction SMILES: [C:26](=[O:27])([O-:28])[O-:29].[Cl:1][c:2]1[n:3][cH:4][n:5][c:6]2[cH:7][c:8]([O:14][CH2:15][CH2:16][CH2:17][N:18]3[CH2:19][CH2:20][S:21](=[O:24])(=[O:25])[CH2:22][CH2:23]3)[c:9]([O:12][CH3:13])[cH:10][c:11]12.[K+:30].[K+:31].[Na+:44].[O:45]=[CH:46][N:47]([CH3:48])[CH3:49].[OH-:43].[OH:32][c:33]1[cH:34][cH:35][c:36]2[cH:37][cH:38][cH:39][n:40][c:41]2[cH:42]1>>[c:2]1([O:32][c:33]2[cH:34][cH:35][c:36]3[cH:37][cH:38][cH:39][n:40][c:41]3[cH:42]2)[n:3][cH:4][n:5][c:6]2[cH:7][c:8]([O:14][CH2:15][CH2:16][CH2:17][N:18]3[CH2:19][CH2:20][S:21](=[O:24])(=[O:25])[CH2:22][CH2:23]3)[c:9]([O:12][CH3:13])[cH:10][c:11]12. Reactants: CCC(C)(C)O, COc1ccc(-c2nc(CCl)cs2)cc1, [I-], [K+], [Na+], [OH-], c1c[nH]cn1. Yields the product COc1ccc(-c2nc(Cn3ccnc3)cs2)cc1. Reaction SMILES: [CH3:25][C:26]([OH:27])([CH2:28][CH3:29])[CH3:30].[Cl:1][CH2:2][c:3]1[n:4][c:5](-[c:8]2[cH:9][cH:10][c:11]([O:14][CH3:15])[cH:12][cH:13]2)[s:6][cH:7]1.[I-:22].[K+:21].[Na+:24].[OH-:23].[nH:16]1[cH:17][n:18][cH:19][cH:20]1>>[CH2:2]([c:3]1[n:4][c:5](-[c:8]2[cH:9][cH:10][c:11]([O:14][CH3:15])[cH:12][cH:13]2)[s:6][cH:7]1)[n:16]1[cH:17][n:18][cH:19][cH:20]1. Reagents/catalysts: [Pd].C1(=CC=CC=C1)P(C1=CC=CC=C1)C1=CC=CC=C1.C1(=CC=CC=C1)P(C1=CC=CC=C1)C1=CC=CC=C1.C1(=CC=CC=C1)P(C1=CC=CC=C1)C1=CC=CC=C1.C1(=CC=CC=C1)P(C1=CC=CC=C1)C1=CC=CC=C1 (tetrakis (triphenylphosphine) palladium (0)). RXN SMILES: [O:1]1[C:6]2[CH:7]=[CH:8][C:9]([NH:11][C:12]3[CH:17]=[C:16](I)[CH:15]=[CH:14][N:13]=3)=[CH:10][C:5]=2[O:4][CH2:3][CH2:2]1.C([O-])([O-])=O.[Na+].[Na+].B(O)(O)[C:26]1[CH:31]=[CH:30][C:29]2[O:32][CH2:33][O:34][C:28]=2[CH:27]=1>[Pd].C1(P(C2C=CC=CC=2)C2C=CC=CC=2)C=CC=CC=1.C1(P(C2C=CC=CC=2)C2C=CC=CC=2)C=CC=CC=1.C1(P(C2C=CC=CC=2)C2C=CC=CC=2)C=CC=CC=1.C1(P(C2C=CC=CC=2)C2C=CC=CC=2)C=CC=CC=1.COCCOC>[O:32]1[C:29]2[CH:30]=[CH:31][C:26]([C:16]3[CH:15]=[CH:14][N:13]=[C:12]([NH:11][C:9]4[CH:8]=[CH:7][C:6]5[O:1][CH2:2][CH2:3][O:4][C:5]=5[CH:10]=4)[CH:17]=3)=[CH:27][C:28]=2[O:34][CH2:33]1 |f:1.2.3,5.6.7.8.9|. Yields the product O1COC2=C1C=CC(=C2)C2=CC(=NC=C2)NC2=CC1=C(OCCO1)C=C2 ((4-Benzo[1,3]dioxol-5-yl-pyridin-2-yl)-(2,3-dihydro-benzo[1,4]dioxin-6-yl)-amine). Reported procedure: In a 5 mL vial were added (2,3-dihydro-benzo[1,4]dioxin-6-yl)-(4-iodo-pyridin-2-yl)-amine (Example 2(b), 75 mg, 0.2 mmol), tetrakis (triphenylphosphine) palladium (0) (Aldrich Chemical Company) (12 mg, 0.011 mmol) and 1,2-dimethoxyethane (2 mL). After stirring under nitrogen for 10 min, aqueous Na2CO3 (22 mg in 0.5 mL of water) and 3,4-(methylenedioxy)phenylboronic acid (Aldrich Chemical Company) (42 mg, 0.25 mmol) were introduced. The reaction was heated in the Smith Microwave Synthesizer at 15... Solvent: COCCOC (1,2-dimethoxyethane). Starting materials: C(=O)([O-])[O-].[Na+].[Na+] (Na2CO3), B(C1=CC2=C(C=C1)OCO2)(O)O (3,4-(methylenedioxy)phenylboronic acid), O1CCOC2=C1C=CC(=C2)NC2=NC=CC(=C2)I ((2,3-dihydro-benzo[1,4]dioxin-6-yl)-(4-iodo-pyridin-2-yl)-amine). Conditions: temperature 150 celsius, time 10 minute.